Dataset: the Open Reaction Database (ORD), a public repository of structured organic reaction records. Task: describe an organic reaction: reactants, conditions, products, and yield Starting materials: N,N'-carbonyldiimidazole, O1CCCC1 (tetrahydrofuran), O1CCCC1 (tetrahydrofuran), N1=CC(=CC=C1)CSC1=NN=C(S1)N (5-[(3-pyridinyl-methyl)thio]-1,3,4-thiadiazol-2-amine). Conditions: time 1 hour. The product is N1=CC(=CC=C1)CSC1=NN=C(S1)N=C=O (5-[(3-pyridinylmethyl)thio]-1,3,4-thiadiazol-2-yl isocyanate). RXN SMILES: [N:1]1[CH:6]=[CH:5][CH:4]=[C:3]([CH2:7][S:8][C:9]2[S:13][C:12]([NH2:14])=[N:11][N:10]=2)[CH:2]=1.[O:15]1CCC[CH2:16]1>>[N:1]1[CH:6]=[CH:5][CH:4]=[C:3]([CH2:7][S:8][C:9]2[S:13][C:12]([N:14]=[C:16]=[O:15])=[N:11][N:10]=2)[CH:2]=1. Procedure: To a stirred mixture of 27.7 grams (0.17 mol) of N,N'-carbonyldiimidazole in 200 ml of dry tetrahydrofuran, which mixture was maintained at room temperature under a nitrogen atmosphere, was added a mixture of 17.4 grams(0.078 mol) of 5-[(3-pyridinyl-methyl)thio]-1,3,4-thiadiazol-2-amine (prepared by the method of Example 1) in 300 ml of dry tetrahydrofuran. The reaction mixture was stirred at room temperature for 1 hour and then at reflux for 15 minutes, followed by cooling to room temperature. ... Reactants: CC(=O)OC(C)=O, ClCCl, O=[N+]([O-])c1ccc2c(c1)NCC2. Product: CC(=O)N1CCc2ccc([N+](=O)[O-])cc21. Reaction SMILES: [CH3:13][C:14](=[O:15])[O:16][C:17](=[O:18])[CH3:19].[Cl:20][CH2:21][Cl:22].[N+:1](=[O:2])([O-:3])[c:4]1[cH:5][cH:6][c:7]2[c:11]([cH:12]1)[NH:10][CH2:9][CH2:8]2>>[N+:1](=[O:2])([O-:3])[c:4]1[cH:5][cH:6][c:7]2[c:11]([cH:12]1)[N:10]([C:14]([CH3:13])=[O:15])[CH2:9][CH2:8]2. Reactants: ClC1=CC(=C(C=C1)N)N (4-chloro-1,2-phenylenediamine), ClC=1C=C(C=CC1Cl)C1CC(=O)OC(C1)=O (3-(3,4-dichlorophenyl)glutaric anhydride). Product: ClC1=CC2=C(N=C(N2)CC(CC(=O)O)C2=CC(=C(C=C2)Cl)Cl)C=C1.Cl (4-(5-chloro-2-benzimidazolyl)-3-(3,4-dichlorophenyl)butanoic acid•HCl). As a reaction SMILES: [Cl:1][C:2]1[CH:7]=[CH:6][C:5]([NH2:8])=[C:4]([NH2:9])[CH:3]=1.[Cl:10][C:11]1[CH:12]=[C:13]([CH:18]2[CH2:24][C:23](=O)[O:22][C:20](=[O:21])[CH2:19]2)[CH:14]=[CH:15][C:16]=1[Cl:17]>>[Cl:1][C:2]1[CH:7]=[CH:6][C:5]2[N:8]=[C:23]([CH2:24][CH:18]([C:13]3[CH:14]=[CH:15][C:16]([Cl:17])=[C:11]([Cl:10])[CH:12]=3)[CH2:19][C:20]([OH:22])=[O:21])[NH:9][C:4]=2[CH:3]=1.[ClH:1] |f:2.3|. Procedure: By a procedure similar to that of example 1.4, starting from 4-chloro-1,2-phenylenediamine and 3-(3,4-dichlorophenyl)glutaric anhydride, 4-(5-chloro-2-benzimidazolyl)-3-(3,4-dichlorophenyl)butanoic acid•HCl was obtained as off-white solid. Starting materials: C1(=CC=CC=C1)C1=CC=C(C=O)C=C1 (4-phenylbenzaldehyde), C(=O)=O (dry ice), N(N)C1=CC(N(C(N1CC1=CC=C(C=C1)OC)=O)C)=O (6-hydrazinyl-1-(4-methoxybenzyl)-3-methylpyrimidine-2,4(1H,3H)-dione). Solvent: CCOC(=O)C (EtOAc), CCOC(=O)C (EtOAc). Conditions: time 2 hour. The product is C1(=CC=C(C=C1)C=NNC1=CC(N(C(N1CC1=CC=C(C=C1)OC)=O)C)=O)C1=CC=CC=C1 (6-(2-(Biphenyl-4-ylmethylene)hydrazinyl)-1-(4-methoxybenzyl)-3-methylpyrimidine-2,4(1H,3H)-dione). Yield: 80.3%. Reaction SMILES: [C:1]1([C:7]2[CH:14]=[CH:13][C:10]([CH:11]=O)=[CH:9][CH:8]=2)[CH:6]=[CH:5][CH:4]=[CH:3][CH:2]=1.C(=O)=O.[NH:18]([C:20]1[N:25]([CH2:26][C:27]2[CH:32]=[CH:31][C:30]([O:33][CH3:34])=[CH:29][CH:28]=2)[C:24](=[O:35])[N:23]([CH3:36])[C:22](=[O:37])[CH:21]=1)[NH2:19]>CCOC(C)=O>[C:7]1([C:1]2[CH:6]=[CH:5][CH:4]=[CH:3][CH:2]=2)[CH:14]=[CH:13][C:10]([CH:11]=[N:19][NH:18][C:20]2[N:25]([CH2:26][C:27]3[CH:32]=[CH:31][C:30]([O:33][CH3:34])=[CH:29][CH:28]=3)[C:24](=[O:35])[N:23]([CH3:36])[C:22](=[O:37])[CH:21]=2)=[CH:9][CH:8]=1. Reported procedure: A solution of 4-phenylbenzaldehyde (395 mg, 2.17 mmol) in EtOAc is slowly added into a dry ice cooled slurry of 6-hydrazinyl-1-(4-methoxybenzyl)-3-methylpyrimidine-2,4(1H,3H)-dione (200 mg, 0.724 mmol) in EtOAc. After the addition, the reaction mixture is stirred at room temperature for 2 hours. The solvent is evaporated under reduced pressure, and the residue is triturated with MeOH, followed by filtration to give 256 mg product as pale yellow solids (Yield: 80.3%). 1H NMR (400 MHz, DMSO-d6) δ ... The reactants are CS(C)=O, COc1cc(C(=O)O)ccc1Nc1ncc2c(n1)N(C1CCCC1)CCC(=O)N2C, CC(C)(C)OC(=O)N1CCC(N)CC1. The product is COc1cc(C(=O)NC2CCN(C(=O)OC(C)(C)C)CC2)ccc1Nc1ncc2c(n1)N(C1CCCC1)CCC(=O)N2C. Reaction SMILES: [CH3:45][S:46]([CH3:47])=[O:48].[CH:1]1([N:6]2[c:7]3[c:8]([cH:15][n:16][c:17]([NH:19][c:20]4[c:21]([O:29][CH3:30])[cH:22][c:23]([C:24](=[O:25])[OH:26])[cH:27][cH:28]4)[n:18]3)[N:9]([CH3:14])[C:10](=[O:13])[CH2:11][CH2:12]2)[CH2:2][CH2:3][CH2:4][CH2:5]1.[NH2:31][CH:32]1[CH2:33][CH2:34][N:35]([C:38](=[O:39])[O:40][C:41]([CH3:42])([CH3:43])[CH3:44])[CH2:36][CH2:37]1>>[CH:1]1([N:6]2[c:7]3[c:8]([cH:15][n:16][c:17]([NH:19][c:20]4[c:21]([O:29][CH3:30])[cH:22][c:23]([C:24](=[O:26])[NH:31][CH:32]5[CH2:33][CH2:34][N:35]([C:38](=[O:39])[O:40][C:41]([CH3:42])([CH3:43])[CH3:44])[CH2:36][CH2:37]5)[cH:27][cH:28]4)[n:18]3)[N:9]([CH3:14])[C:10](=[O:13])[CH2:11][CH2:12]2)[CH2:2][CH2:3][CH2:4][CH2:5]1. The reactants are N(=C=S)C1=CC=C(C=C1)S(=O)(=O)N (4-isothiocyanatobenzenesulfonamide), FC1=C(N)C=CC(=C1)I (2-fluoro-4-iodoaniline), ( 452 ). Product: FC1=C(C=CC(=C1)I)NC(NC1=CC=C(C=C1)S(=O)(=O)N)=S (4-(3-(2-fluoro-4-iodophenyl)thioureido)benzenesulfonamide). Reaction SMILES: [N:1]([C:4]1[CH:9]=[CH:8][C:7]([S:10]([NH2:13])(=[O:12])=[O:11])=[CH:6][CH:5]=1)=[C:2]=[S:3].[F:14][C:15]1[CH:21]=[C:20]([I:22])[CH:19]=[CH:18][C:16]=1[NH2:17]>>[F:14][C:15]1[CH:21]=[C:20]([I:22])[CH:19]=[CH:18][C:16]=1[NH:17][C:2](=[S:3])[NH:1][C:4]1[CH:5]=[CH:6][C:7]([S:10]([NH2:13])(=[O:11])=[O:12])=[CH:8][CH:9]=1. Procedure details: The subject compound was prepared utilizing the procedure described above from 4-isothiocyanatobenzenesulfonamide and 2-fluoro-4-iodoaniline. 1H NMR (400 MHz, DMSO-d6) δ 10.35 (s, 1H), 9.77 (s, 1H), 7.86-7.37 (m, 7H), 7.29 (bs, 2H); (M+H)+ (452).